The task is: describe an organic reaction: reactants, conditions, products, and yield. This data is from the Open Reaction Database (ORD), a public repository of structured organic reaction records. The reactants are C[Al](C)C (Me3Al), C1(=CC=CC=C1)NC1=CC=CC=C1 (diphenylamine), [Si](C)(C)(C(C)(C)C)OCC#CC(=O)OCC (ethyl 4-(t-butyldimethylsilyloxy)-2-butynoate). Run in C(Cl)Cl (CH2Cl2), C(Cl)Cl (CH2Cl2). Run at time 30 minute. Product: C1(=CC=CC=C1)N(C(C#CCO[Si](C)(C)C(C)(C)C)=O)C1=CC=CC=C1 (N, N-diphenyl-4-(t-butyldimethylsilyloxy)-2-butynamide). The yield is 58.7%. RXN SMILES: C[Al](C)C.[C:5]1([NH:11][C:12]2[CH:17]=[CH:16][CH:15]=[CH:14][CH:13]=2)[CH:10]=[CH:9][CH:8]=[CH:7][CH:6]=1.[Si:18]([O:25][CH2:26][C:27]#[C:28][C:29](OCC)=[O:30])([C:21]([CH3:24])([CH3:23])[CH3:22])([CH3:20])[CH3:19]>C(Cl)Cl>[C:12]1([N:11]([C:5]2[CH:6]=[CH:7][CH:8]=[CH:9][CH:10]=2)[C:29](=[O:30])[C:28]#[C:27][CH2:26][O:25][Si:18]([C:21]([CH3:23])([CH3:22])[CH3:24])([CH3:20])[CH3:19])[CH:13]=[CH:14][CH:15]=[CH:16][CH:17]=1. Reported procedure: To a solution of 1.4 mL Me3Al (2.0M in hexanes) in 3.6 mL anhydrous CH2Cl2 under N2 was added 0.49 g of diphenylamine in one portion. After stirring 30 min, 0.35 g ethyl 4-(t-butyldimethylsilyloxy)-2-butynoate in 0.4 mL CH2Cl2 was added dropwise. The reaction was stirred overnight at room temperature, then heated in an oil bath at 35° overnight. The reaction was quenched by the addition of a few drops of 1N HCl, diluted with H2O, and extracted with CH2Cl2. The combined organics were with H2O and... The reactants are CC(CNS(=O)(=O)C(C)C)C1=CC=C(C=C1)CCCNC(=O)OCC1=CC=CC=C1 (N-{3-[4-(1-methyl-2-{[(methylethyl)sulfonyl]amino}ethyl)phenyl]propyl}(phenylmethoxy)carboxamide), C(C)(C)S(=O)(=O)Cl (isopropylsulfonyl chloride), C1CCC2=NCCCN2CC1 (DBU). Yields the product CC(C)S(=O)(=O)NCC(C)C1=CC=C(C=C1)CCCNS(=O)(=O)C(C)C ([(methylethyl)sulfonyl]{2-[4-(3-{[(methylethyl)sulfonyl]amino}propyl)phenyl]propyl}amine). Yield: 42.0%. RXN SMILES: [CH3:1][CH:2]([C:11]1[CH:16]=[CH:15][C:14]([CH2:17][CH2:18][CH2:19][NH:20]C(OCC2C=CC=CC=2)=O)=[CH:13][CH:12]=1)[CH2:3][NH:4][S:5]([CH:8]([CH3:10])[CH3:9])(=[O:7])=[O:6].[CH:31]([S:34](Cl)(=[O:36])=[O:35])([CH3:33])[CH3:32].C1CCN2C(=NCCC2)CC1>>[CH3:10][CH:8]([S:5]([NH:4][CH2:3][CH:2]([C:11]1[CH:12]=[CH:13][C:14]([CH2:17][CH2:18][CH2:19][NH:20][S:34]([CH:31]([CH3:33])[CH3:32])(=[O:36])=[O:35])=[CH:15][CH:16]=1)[CH3:1])(=[O:6])=[O:7])[CH3:9]. Procedure: Scheme Vc, step C: {2-[4-(3-Aminopropyl)phenyl]propyl}[(methylethyl)sulfonylamine (0.3 g, 1 mmol, prepared in example 10), isopropylsulfonyl chloride (0.12 mL, 1.06 mmol), and DBU (0.2 mL, 1.17 mmol) were combined and sulfonylation was carried out in a manner analogous to the procedure described in example 2 to provide the title compound, [(methylethyl)sulfonyl]{2-[4-(3-{[(methylethyl)sulfonyl]amino}propyl)phenyl]propyl}amine, (0.17 g, 42%) as a white crystalline solid. Electron spray M.S. 405 (... Reactants: OC1=CC=C(C=C1)C(C1=CC=C(C=C1)/C=C/C(=O)OC(C)(C)C)=C1CCOCC1 (tert-Butyl (2E)-3-{4-[(4-hydroxyphenyl)(tetrahydro-4H-pyran-4-ylidene)methyl]phenyl}prop-2-enoate). The solvent is C(Cl)Cl (CH2Cl2), C(=O)(C(F)(F)F)O (TFA). Reaction conditions: time 4 hour. Yields the product OC1=CC=C(C=C1)C(C1=CC=C(C=C1)/C=C/C(=O)O)=C1CCOCC1 ((2E)-3-{4-[(4-hydroxyphenyl)(tetrahydro-4H-pyran-4-ylidene)methyl]phenyl}prop-2-enoic acid). Yield: 32.7%. Reaction SMILES: [OH:1][C:2]1[CH:7]=[CH:6][C:5]([C:8](=[C:24]2[CH2:29][CH2:28][O:27][CH2:26][CH2:25]2)[C:9]2[CH:14]=[CH:13][C:12](/[CH:15]=[CH:16]/[C:17]([O:19]C(C)(C)C)=[O:18])=[CH:11][CH:10]=2)=[CH:4][CH:3]=1>C(Cl)Cl.C(O)(C(F)(F)F)=O>[OH:1][C:2]1[CH:3]=[CH:4][C:5]([C:8](=[C:24]2[CH2:25][CH2:26][O:27][CH2:28][CH2:29]2)[C:9]2[CH:14]=[CH:13][C:12](/[CH:15]=[CH:16]/[C:17]([OH:19])=[O:18])=[CH:11][CH:10]=2)=[CH:6][CH:7]=1. Procedure details: tert-Butyl (2E)-3-{4-[(4-hydroxyphenyl)(tetrahydro-4H-pyran-4-ylidene)methyl]phenyl}prop-2-enoate (47) (0.071 g, 0.182 mmol) was dissolved in CH2Cl2 (1 mL) and TFA (1 mL). The solution was stirred at RT for 4 h, then was concentrated. The residue was recrystallized from EtOAc to provide 0.020 g (33%) of compound 48 as a tan solid. 1H NMR (DMSO-d6): δ 12.34 (s, 1H), 9.37 (s, 1H), 7.58 (d, J=8.2 Hz, 2H), 7.53 (d, J=16.0 Hz, 1H), 7.07 (d, J=8.2 Hz, 2H), 6.85 (d, J=8.4 Hz, 2H), 6.67 (d, J=8.4 Hz, 2H... Reactants: [N+](=O)([O-])C1=CC=C(C=C1)CCC(=O)N (3-(4-nitrophenyl)propanamide), resultant mixture, CO (methanol), [BH4-].[Na+] (sodium borohydride), C(C)(=O)O (acetic acid). Solvent: O1CCOCC1 (dioxane). Product: [N+](=O)([O-])C1=CC=C(C=C1)CCCN (3-(4-nitrophenyl)propylamine). The yield is 64.7%. Reaction SMILES: [N+:1]([C:4]1[CH:9]=[CH:8][C:7]([CH2:10][CH2:11][C:12]([NH2:14])=O)=[CH:6][CH:5]=1)([O-:3])=[O:2].[BH4-].[Na+].C(O)(=O)C.CO>O1CCOCC1>[N+:1]([C:4]1[CH:5]=[CH:6][C:7]([CH2:10][CH2:11][CH2:12][NH2:14])=[CH:8][CH:9]=1)([O-:3])=[O:2] |f:1.2|. Procedure: 10.0 g of the amide compound and 9.5 g of sodium borohydride were suspended in 250 ml of dioxane, followed by the dropwise addition of 15 ml of acetic acid. The resultant mixture was stirred for 10 hours under reflux. The reaction mixture was added with 10 ml of methanol and then concentrated to dryness. The residue was dissolved in chloroform. The solution thus obtained was washed with water and then concentrated to dryness, thereby obtaining 6.0 g of 3-(4-nitrophenyl)propylamine as an oily sub... The reactants are COc1cc(C=Cc2ccc(OC(F)F)c([N+](=O)[O-])c2)cc(OC)c1OC, CC(C)=O, [Na+], [Na+], O, O=S([O-])([O-])=S. Product: COc1cc(C=Cc2ccc(OC(F)F)c(N)c2)cc(OC)c1OC. RXN SMILES: [CH3:1][O:2][c:3]1[cH:4][c:5]([CH:13]=[CH:14][c:15]2[cH:16][c:17]([N+:25]([O-:26])=[O:27])[c:18]([O:21][CH:22]([F:23])[F:24])[cH:19][cH:20]2)[cH:6][c:7]([O:11][CH3:12])[c:8]1[O:9][CH3:10].[CH3:36][C:37]([CH3:38])=[O:39].[Na+:33].[Na+:34].[OH2:35].[S:28]([O-:29])([O-:30])(=[O:31])=[S:32]>>[CH3:1][O:2][c:3]1[cH:4][c:5]([CH:13]=[CH:14][c:15]2[cH:16][c:17]([NH2:25])[c:18]([O:21][CH:22]([F:23])[F:24])[cH:19][cH:20]2)[cH:6][c:7]([O:11][CH3:12])[c:8]1[O:9][CH3:10]. Reactants: N(=O)[O-].[Na+] (sodium nitrite), N(N)C1=NC=2C=CC=CC2C2=C1N=CN2CC(C)C (4-hydrazino-1-(2-methylpropyl)-1H-imidazo[4,5-c]quinoline). The solvent is O (water), C(C)(=O)O (acetic acid), O (water). Conditions: time 15 minute. The product is CC(CN1C=NC=2C=3N(C4=CC=CC=C4C21)N=NN3)C (6-(2-methylpropyl)-6H-imidazo[4,5-c]tetrazolo[1,5-a]quinoline). The yield is 375.5%. RXN SMILES: [N:1]([O-])=O.[Na+].[NH:5]([C:7]1[C:16]2[N:17]=[CH:18][N:19]([CH2:20][CH:21]([CH3:23])[CH3:22])[C:15]=2[C:14]2[CH:13]=[CH:12][CH:11]=[CH:10][C:9]=2[N:8]=1)[NH2:6]>O.C(O)(=O)C>[CH3:22][CH:21]([CH3:23])[CH2:20][N:19]1[C:15]2[C:14]3[C:9](=[CH:10][CH:11]=[CH:12][CH:13]=3)[N:8]3[N:1]=[N:6][N:5]=[C:7]3[C:16]=2[N:17]=[CH:18]1 |f:0.1|. Reported procedure: A solution of sodium nitrite (2.0 g, 3 mmole) in water (5 mL) was added to a solution of 4-hydrazino-1-(2-methylpropyl)-1H-imidazo[4,5-c]quinoline (4.0 g, 15.7 mmole, Example 7) in a mixture of acetic acid (5 mL) and water (50 mL). The reaction mixture was stirred at ambient temperature for 15 minutes. A precipitate was isolated by filtration, washed with water then air dried to provide 4.1 g of crude product. This material was recrystallized from dichloromethane/ethanol to provide 3.0 g of 6-(2... Starting materials: FC=1C(=CC(=C(C#N)C1)OC)CCO (5-fluoro-4-(2-hydroxyethyl)-2-methoxybenzonitrile), CC(=O)OI1(C=2C=CC=CC2C(=O)O1)(OC(=O)C)OC(=O)C (Dess-Martin Periodinane). Run in C(=O)(O)[O-].[Na+] (NaHCO3), [O-]S(=O)(=S)[O-].[Na+].[Na+] (Na2S2O3), ClCCl (Dichloromethane). Reaction conditions: time 2 hour. The product is FC=1C(=CC(=C(C#N)C1)OC)CC=O (5-Fluoro-2-methoxy-4-(2-oxoethyl)benzonitrile). As a reaction SMILES: [F:1][C:2]1[C:3]([CH2:12][CH2:13][OH:14])=[CH:4][C:5]([O:10][CH3:11])=[C:6]([CH:9]=1)[C:7]#[N:8].CC(OI1(OC(C)=O)(OC(C)=O)OC(=O)C2C=CC=CC1=2)=O>ClCCl.C([O-])(O)=O.[Na+].[O-]S([O-])(=S)=O.[Na+].[Na+]>[F:1][C:2]1[C:3]([CH2:12][CH:13]=[O:14])=[CH:4][C:5]([O:10][CH3:11])=[C:6]([CH:9]=1)[C:7]#[N:8] |f:3.4,5.6.7|. Reported procedure: To a solution of 5-fluoro-4-(2-hydroxyethyl)-2-methoxybenzonitrile (175 mg, 0.900 mmol) in Dichloromethane (4 mL) was added Dess-Martin Periodinane (0.53 g, 1.2 mmol). The solution was stirred for 2 h at ambient temperature, then was diluted with NaHCO3 (sat.) and Na2S2O3 (sat.) and stirred for 30 min. The layers were separated and the aqueous layer was extracted with dichloromethane twice. The combined organics were washed with brine, dried (MgSO4), filtered, and concentrated to provide the des... Reactants: N1CCCC1 (pyrrolidine), O (water), alcohol, CCN(C(C)C)C(C)C (DIEA), S(=O)(=O)(C(F)(F)F)OS(=O)(=O)C(F)(F)F (triflic anhydride). Solvent: C(Cl)Cl (DCM), C(Cl)Cl (DCM). Run at time 20 minute. Product: O[C@H]1C(N(CC1)C1=CC=CC=C1)=O ((R)-3-Hydroxy-1-phenylpyrrolidin-2-one). Reaction SMILES: [CH3:1][CH2:2][N:3]([CH:7]([CH3:9])C)[CH:4]([CH3:6])[CH3:5].S(OS(C(F)(F)F)(=O)=O)(C(F)(F)F)(=O)=[O:11].N1C[CH2:28][CH2:27][CH2:26]1.[OH2:30]>C(Cl)Cl>[OH:30][C@@H:9]1[CH2:1][CH2:2][N:3]([C:4]2[CH:5]=[CH:28][CH:27]=[CH:26][CH:6]=2)[C:7]1=[O:11]. Procedure: To a solution of alcohol (4.64 mmol) and DIEA (11.59 mmol) in DCM (10 mL) at −20° C. was added triflic anhydride (5.56 mmol) and the reaction mixture was stirred at this temperature for 20 min. A solution of pyrrolidine (3.86 mmol) in DCM (6 mL) was added and the reaction mixture was stirred at −20° C. for 1 hour. The reaction mixture was poured into water and extracted with EtOAc (3×). The combined organic extracts were washed with water (2×), brine, dried (Na2SO4) and evaporated to dryness. Pu... The reactants are ClC=1C=CC2=C(C(=NCC=3N2C(=NN3)CCl)C3=C(C=CC=C3F)F)C1 (8-chloro-1-(chloromethyl)-6-(2,6-difluorophenyl)-4H-s-triazolo[4,3-a][1,4]benzodiazepine), C(CC)NCC1CC1 (propyl(cyclopropylmethyl)amine). Yields the product ClC=1C=CC2=C(C(=NCC=3N2C(=NN3)CN(CCC)CC3CC3)C3=C(C=CC=C3F)F)C1 (8-chloro-1-[[(cyclopropylmethyl)propylamino]methyl]-6-(2,6-difluorophenyl)-4H-s-triazolo[4,3-a][1,4]benzodiazepine). As a reaction SMILES: [Cl:1][C:2]1[CH:3]=[CH:4][C:5]2[N:11]3[C:12]([CH2:15]Cl)=[N:13][N:14]=[C:10]3[CH2:9][N:8]=[C:7]([C:17]3[C:22]([F:23])=[CH:21][CH:20]=[CH:19][C:18]=3[F:24])[C:6]=2[CH:25]=1.[CH2:26]([NH:29][CH2:30][CH:31]1[CH2:33][CH2:32]1)[CH2:27][CH3:28]>>[Cl:1][C:2]1[CH:3]=[CH:4][C:5]2[N:11]3[C:12]([CH2:15][N:29]([CH2:30][CH:31]4[CH2:33][CH2:32]4)[CH2:26][CH2:27][CH3:28])=[N:13][N:14]=[C:10]3[CH2:9][N:8]=[C:7]([C:17]3[C:18]([F:24])=[CH:19][CH:20]=[CH:21][C:22]=3[F:23])[C:6]=2[CH:25]=1. Procedure: In the manner given in Preparation 29, 8-chloro-1-(chloromethyl)-6-(2,6-difluorophenyl)-4H-s-triazolo[4,3-a][1,4]benzodiazepine is treated with propyl(cyclopropylmethyl)amine to give 8-chloro-1-[[(cyclopropylmethyl)propylamino]methyl]-6-(2,6-difluorophenyl)-4H-s-triazolo[4,3-a][1,4]benzodiazepine. Preparation 34 8-Nitro-1-[[(cyclopropylmethyl)propylamino]methyl]-6-phenyl-4-H-s-triazolo[4,3-a][1,4]-benzodiazepine The reactants are CC#N, CI, CC(=O)c1cc(Nc2cc(C)nc(N)n2)cc(C(C)=O)c1, C1CCOC1. Yields the product [I-], CC(=O)c1cc(Nc2cc(C)[n+](C)c(N)n2)cc(C(C)=O)c1. As a reaction SMILES: [C:29](#[N:30])[CH3:31].[CH3:22][I:23].[NH2:1][c:2]1[n:3][c:4]([CH3:21])[cH:5][c:6]([NH:8][c:9]2[cH:10][c:11]([C:18]([CH3:19])=[O:20])[cH:12][c:13]([C:15]([CH3:16])=[O:17])[cH:14]2)[n:7]1.[O:24]1[CH2:25][CH2:26][CH2:27][CH2:28]1>>[I-:23].[NH2:1][c:2]1[n+:3]([CH3:22])[c:4]([CH3:21])[cH:5][c:6]([NH:8][c:9]2[cH:10][c:11]([C:18]([CH3:19])=[O:20])[cH:12][c:13]([C:15]([CH3:16])=[O:17])[cH:14]2)[n:7]1.